describe an organic reaction: reactants, conditions, products, and yield From a dataset of the Open Reaction Database (ORD), a public repository of structured organic reaction records. Reactants: CCCCCCCCBr, CCCCCCCCOc1cc2c(c(F)n1)C(=O)C(c1ccc(O)cn1)CC2, [H-], [Na+], CN(C)C=O, O. Product: CCCCCCCCOc1ccc(C2CCc3cc(OCCCCCCCC)nc(F)c3C2=O)nc1. Reaction SMILES: [CH2:31]([CH2:32][CH2:33][CH2:34][CH2:35][CH2:36][CH2:37][CH3:38])[Br:39].[F:1][c:2]1[n:3][c:4]([O:20][CH2:21][CH2:22][CH2:23][CH2:24][CH2:25][CH2:26][CH2:27][CH3:28])[cH:5][c:6]2[c:11]1[C:10](=[O:12])[CH:9]([c:13]1[n:14][cH:15][c:16]([OH:19])[cH:17][cH:18]1)[CH2:8][CH2:7]2.[H-:29].[Na+:30].[O:41]=[CH:42][N:43]([CH3:44])[CH3:45].[OH2:40]>>[F:1][c:2]1[n:3][c:4]([O:20][CH2:21][CH2:22][CH2:23][CH2:24][CH2:25][CH2:26][CH2:27][CH3:28])[cH:5][c:6]2[c:11]1[C:10](=[O:12])[CH:9]([c:13]1[n:14][cH:15][c:16]([O:19][CH2:31][CH2:32][CH2:33][CH2:34][CH2:35][CH2:36][CH2:37][CH3:38])[cH:17][cH:18]1)[CH2:8][CH2:7]2.